From a dataset of the Open Reaction Database (ORD), a public repository of structured organic reaction records. describe an organic reaction: reactants, conditions, products, and yield The product is C(C)OC1=C(C=NC2=CC=C(C=C12)\C=C/1\C(N=C(S1)NCC(C1=CC=CC=C1)O)=O)C#N (4-ethoxy-6-[2-(2-hydroxy-2-phenyl-ethylamino)-4-oxo-4H-thiazol-(5Z)-ylidenemethyl]-quinoline-3-carbonitrile). Procedure details: Similar procedure as described in example 14h was used, starting from 4-ethoxy-6-[2-methylsulfanyl-4-oxo-4H-thiazol-(5Z)-ylidenemethyl]-quinoline-3-carbonitrile (example 14g), 2-hydroxy-2-phenyl-ethylamine and DIEA to give 4-ethoxy-6-[2-(2-hydroxy-2-phenyl-ethylamino)-4-oxo-4H-thiazol-(5Z)-ylidenemethyl]-quinoline-3-carbonitrile. LC-MS m/e 445 (MH+). As a reaction SMILES: [CH2:1]([O:3][C:4]1[C:13]2[C:8](=[CH:9][CH:10]=[C:11](/[CH:14]=[C:15]3/[C:16](=[O:22])[N:17]=[C:18](SC)[S:19]/3)[CH:12]=2)[N:7]=[CH:6][C:5]=1[C:23]#[N:24])[CH3:2].[OH:25][CH:26]([C:29]1[CH:34]=[CH:33][CH:32]=[CH:31][CH:30]=1)[CH2:27][NH2:28].CCN(C(C)C)C(C)C>>[CH2:1]([O:3][C:4]1[C:13]2[C:8](=[CH:9][CH:10]=[C:11](/[CH:14]=[C:15]3/[C:16](=[O:22])[N:17]=[C:18]([NH:28][CH2:27][CH:26]([OH:25])[C:29]4[CH:34]=[CH:33][CH:32]=[CH:31][CH:30]=4)[S:19]/3)[CH:12]=2)[N:7]=[CH:6][C:5]=1[C:23]#[N:24])[CH3:2]. Starting materials: C(C)OC1=C(C=NC2=CC=C(C=C12)\C=C/1\C(N=C(S1)SC)=O)C#N (4-ethoxy-6-[2-methylsulfanyl-4-oxo-4H-thiazol-(5Z)-ylidenemethyl]-quinoline-3-carbonitrile), OC(CN)C1=CC=CC=C1 (2-hydroxy-2-phenyl-ethylamine), CCN(C(C)C)C(C)C (DIEA). The reactants are ClC=1N=NC=C(C1C#N)C1=CC=CC=C1 (3-Chloro-5-phenyl-pyridazine-4-carbonitrile), NN (hydrazine). The solvent is C(C)O (ethanol). The product is C1(=CC=CC=C1)C1=C2C(=NN=C1)NN=C2N (4-Phenyl-1H-pyrazolo[3,4-c]pyridazin-3-ylamine). Reaction SMILES: Cl[C:2]1[N:3]=[N:4][CH:5]=[C:6]([C:10]2[CH:15]=[CH:14][CH:13]=[CH:12][CH:11]=2)[C:7]=1[C:8]#[N:9].[NH2:16][NH2:17]>C(O)C>[C:10]1([C:6]2[CH:5]=[N:17][N:16]=[C:2]3[NH:3][N:4]=[C:8]([NH2:9])[C:7]=23)[CH:15]=[CH:14][CH:13]=[CH:12][CH:11]=1. Procedure: 3-Chloro-5-phenyl-pyridazine-4-carbonitrile obtained from Step B was suspended in 1 mL ethanol with 23 μL hydrazine and the mixture was refluxed for several hours. The solvent was then evaporated and the title product was purified by silica gel chromatography (1:9 methanol/dichloromethane): MS (ES+) 212 (M+H); HPLC 1.121 minutes. Reactants: OC1=C(C(N(C1=O)CCCCC)C)C(=O)OCC (Ethyl 2,5-dihydro-4-hydroxy-2-methyl-5-oxo-1-pentyl-1H-pyrrole-3-carboxylate), Cl.NO (hydroxylamine hydrochloride). The solvent is N1=CC=CC=C1 (pyridine). Conditions: time 5 day. The product is ON=C1C(C(N(C1=O)CCCCC)C)C(=O)OCC (Ethyl 4-(hydroxyimino)-2-methyl-5-oxo-1-pentyl-3-pyrrolidinecarboxylate). Isolated yield 59.5%. Reaction SMILES: O[C:2]1[C:6](=[O:7])[N:5]([CH2:8][CH2:9][CH2:10][CH2:11][CH3:12])[CH:4]([CH3:13])[C:3]=1[C:14]([O:16][CH2:17][CH3:18])=[O:15].Cl.[NH2:20][OH:21]>N1C=CC=CC=1>[OH:21][N:20]=[C:2]1[C:6](=[O:7])[N:5]([CH2:8][CH2:9][CH2:10][CH2:11][CH3:12])[CH:4]([CH3:13])[CH:3]1[C:14]([O:16][CH2:17][CH3:18])=[O:15] |f:1.2|. Procedure: To the title compound of Example J (21.6 g, 0.085 mol) in pyridine (150 ml) was added hydroxylamine hydrochloride (10.6 g, 0.17 mol) and the solution was stirred for 5 days. The solvent was removed in vacuo to give an orange oil which as chromatographed on silica gel eluting with 2% EtOH/CH2Cl2 to give the title compound (13.67 g, 59%) as an oil. Calculated C13H22N2O4 1/2H2O: C, 55.90; H, 8.30; N, 10.02 Found: C, 55.99; H, 8.38; N, 10.00. MS calcd for C13H22N2O4 270, found 270. Starting materials: Cl.ClC1=C(OC2CCNCC2)C=CC=C1 (4-(2-chloro-phenoxy)-piperidine hydrochloride), C1(=CC=CC=C1)C1=CN=C(S1)NC(CC(=O)O)=O (N-(5-phenyl-thiazol-2-yl)-malonamic acid), CCN(C(C)C)C(C)C (DIPEA), C=1C=CC2=C(C1)N=NN2O (HOBt), CCN=C=NCCCN(C)C.Cl (EDCI.HCl). The solvent is CN(C)C=O (DMF), O (water). Reaction conditions: time 8 hour. Product: ClC1=C(OC2CCN(CC2)C(CC(=O)NC=2SC(=CN2)C2=CC=CC=C2)=O)C=CC=C1 (3-[4-(2-chloro-phenoxy)-piperidin-1-yl]-3-oxo-N-(5-phenyl-thiazol-2-yl)-propionamide). Isolated yield 24.3%. As a reaction SMILES: [C:1]1([C:7]2[S:11][C:10]([NH:12][C:13](=[O:18])[CH2:14][C:15]([OH:17])=O)=[N:9][CH:8]=2)[CH:6]=[CH:5][CH:4]=[CH:3][CH:2]=1.CCN(C(C)C)C(C)C.C1C=CC2N(O)N=NC=2C=1.CCN=C=NCCCN(C)C.Cl.Cl.[Cl:51][C:52]1[CH:64]=[CH:63][CH:62]=[CH:61][C:53]=1[O:54][CH:55]1[CH2:60][CH2:59][NH:58][CH2:57][CH2:56]1>CN(C=O)C.O>[Cl:51][C:52]1[CH:64]=[CH:63][CH:62]=[CH:61][C:53]=1[O:54][CH:55]1[CH2:60][CH2:59][N:58]([C:15](=[O:17])[CH2:14][C:13]([NH:12][C:10]2[S:11][C:7]([C:1]3[CH:2]=[CH:3][CH:4]=[CH:5][CH:6]=3)=[CH:8][N:9]=2)=[O:18])[CH2:57][CH2:56]1 |f:3.4,5.6|. Procedure: To a stirred solution of N-(5-phenyl-thiazol-2-yl)-malonamic acid (0.075 g, 0.00028 mole) in DMF (2 mL) was added DIPEA (0.11 g, 0.00085 mole), HOBt (0.038 g, 0.00028 mole) and EDCI.HCl (0.065 g, 0.00034 mole). After 2 minutes 4-(2-chloro-phenoxy)-piperidine hydrochloride (0.078 g, 0.00031 mole) was added and the resulting mixture was stirred overnight. The reaction mixture was then diluted with cold water and the product was extracted with ethyl acetate. The ethyl acetate layer was dried over s... The reactants are C(C)(C)C1=CC2=C(OC3=C2C=CC=C3)C(=C1N1C(=NCC1)C1=CC=CC=C1)C(C)C (1-(2,4-diisopropyldibenzo[b,d]furan-3-yl)-2-phenyl-4,5-dihydro-1H-imidazole), [Mn](=O)(=O)(=O)[O-].[K+] (Potassium Permanganate). Run in C(C)#N (acetonitrile), ClCCl (dichloromethane). Yields the product C(C)(C)C1=CC2=C(OC3=C2C=CC=C3)C(=C1N1C(=NC=C1)C1=CC=CC=C1)C(C)C (1-(2,4-diisopropyldibenzo[b,d]furan-3-yl)-2-phenyl-1H-imidazole). The yield is 72.0%. As a reaction SMILES: [CH:1]([C:4]1[C:16]([N:17]2[CH2:21][CH2:20][N:19]=[C:18]2[C:22]2[CH:27]=[CH:26][CH:25]=[CH:24][CH:23]=2)=[C:15]([CH:28]([CH3:30])[CH3:29])[C:7]2[O:8][C:9]3[CH:14]=[CH:13][CH:12]=[CH:11][C:10]=3[C:6]=2[CH:5]=1)([CH3:3])[CH3:2].[Mn]([O-])(=O)(=O)=O.[K+]>C(#N)C.ClCCl>[CH:1]([C:4]1[C:16]([N:17]2[CH:21]=[CH:20][N:19]=[C:18]2[C:22]2[CH:27]=[CH:26][CH:25]=[CH:24][CH:23]=2)=[C:15]([CH:28]([CH3:30])[CH3:29])[C:7]2[O:8][C:9]3[CH:14]=[CH:13][CH:12]=[CH:11][C:10]=3[C:6]=2[CH:5]=1)([CH3:3])[CH3:2] |f:1.2|. Reported procedure: 1-(2,4-diisopropyldibenzo[b,d]furan-3-yl)-2-phenyl-4,5-dihydro-1H-imidazole (7.4 g, 18.66 mmol) was dissolved in 200 mL of acetonitrile and 100 mL of dichloromethane. Potassium Permanganate (5.90 g, 37.3 mmol) and Clay K10 (12 g, 30.7 mmol) were ground in a mortar. The solid was then added carefully to the solution. Heat was generated after a few minutes. The reaction was monitored by TLC. The reaction was quenched with methanol after 1.5 h. The reaction mixture was filtered through Celite. The ... Reactants: COC(C1=CC(=C(C(=C1)Cl)OCC1=CC=CC=C1)Cl)=O (4-benzyloxy-3,5-dichloro-benzoic acid methyl ester), [H-].[Al+3].[Li+].[H-].[H-].[H-] (lithium aluminium hydride). Run in C1CCOC1 (THF), C1CCOC1 (THF). Conditions: time 30 minute. Product: C(C1=CC=CC=C1)OC1=C(C=C(C=C1Cl)CO)Cl ((4-Benzyloxy-3,5-dichloro-phenyl)-methanol). Reaction SMILES: C[O:2][C:3](=O)[C:4]1[CH:9]=[C:8]([Cl:10])[C:7]([O:11][CH2:12][C:13]2[CH:18]=[CH:17][CH:16]=[CH:15][CH:14]=2)=[C:6]([Cl:19])[CH:5]=1.[H-].[Al+3].[Li+].[H-].[H-].[H-]>C1COCC1>[CH2:12]([O:11][C:7]1[C:6]([Cl:19])=[CH:5][C:4]([CH2:3][OH:2])=[CH:9][C:8]=1[Cl:10])[C:13]1[CH:14]=[CH:15][CH:16]=[CH:17][CH:18]=1 |f:1.2.3.4.5.6|. Procedure: A solution of 4-benzyloxy-3,5-dichloro-benzoic acid methyl ester (CAB02115, 7.20 g, 23.14 mmol) in THF (20 mL) was added slowly with a syringe to a suspension of lithium aluminium hydride (1.50 g, 39.5 mmol) in THF (40 mL). The reaction mixture was stirred for 30 minutes at room temperature and then carefully quenched by addition of 2N sodium hydroxide solution in water. After 20 minutes stirring the colour of the mixture turned from grey to white. The white precipitate was filtered off, the fil...